From a dataset of the Open Reaction Database (ORD), a public repository of structured organic reaction records. describe an organic reaction: reactants, conditions, products, and yield Starting materials: B(Br)(Br)Br (BBr3), COC1=CC=C2CCC(C2=C1)CC1=CC=C(C(=O)OC)C=C1 (Methyl 4-[(6-methoxy-2,3-dihydro-1H-inden-1-yl)methyl]benzoate). Run in C(Cl)Cl (DCM). The product is OC1=CC=C2CCC(C2=C1)CC1=CC=C(C(=O)OC)C=C1 (Methyl 4-[(6-hydroxy-2,3-dihydro-1H-inden-1-yl)methyl]benzoate). As a reaction SMILES: B(Br)(Br)Br.C[O:6][C:7]1[CH:15]=[C:14]2[C:10]([CH2:11][CH2:12][CH:13]2[CH2:16][C:17]2[CH:26]=[CH:25][C:20]([C:21]([O:23][CH3:24])=[O:22])=[CH:19][CH:18]=2)=[CH:9][CH:8]=1>C(Cl)Cl>[OH:6][C:7]1[CH:15]=[C:14]2[C:10]([CH2:11][CH2:12][CH:13]2[CH2:16][C:17]2[CH:26]=[CH:25][C:20]([C:21]([O:23][CH3:24])=[O:22])=[CH:19][CH:18]=2)=[CH:9][CH:8]=1. Procedure: A solution of BBr3 (1.0M DCM, 0.32 mL) was added dropwise to a DCM (2 mL) solution containing the intermediate from Step C (71 mg, 0.24 mmol). The solution was stirred at room temperature until no starting material remained by HPLC analysis. The reaction was quenched with MeOH (1 mL) and AcOH (1 mL). The solution was then concentrated and the residue partitioned between aqueous 1N HCl and ethyl acetate. The organic phase was washed with water and brine and dried over MgSO4. The filtered solution... Reactants: [Li]CCCC, C1CCOC1, Clc1nc(N2CCOCC2)c2occc2n1, CN(C)C=O. Yields the product O=Cc1cc2nc(Cl)nc(N3CCOCC3)c2o1. As a reaction SMILES: [CH2:17]([Li:18])[CH2:19][CH2:20][CH3:21].[CH2:27]1[O:28][CH2:29][CH2:30][CH2:31]1.[Cl:1][c:2]1[n:3][c:4]([N:11]2[CH2:12][CH2:13][O:14][CH2:15][CH2:16]2)[c:5]2[c:6]([n:7]1)[cH:8][cH:9][o:10]2.[O:22]=[CH:23][N:24]([CH3:25])[CH3:26]>>[Cl:1][c:2]1[n:3][c:4]([N:11]2[CH2:12][CH2:13][O:14][CH2:15][CH2:16]2)[c:5]2[c:6]([n:7]1)[cH:8][c:9]([CH:23]=[O:22])[o:10]2. The reactants are OC1=CC2=C(C(C(O2)=CC2=CC=3OCOC3C=C2)=O)C=C1 (6-hydroxy-2-piperonylidene-3(2H)-benzofuranone), C([O-])([O-])=O.[K+].[K+] (potassium carbonate), CN(C=O)C (dimethylformamide), C(C)I (ethyl iodide). Run in C(C)(=O)OCC (ethyl acetate). The product is C(C)OC1=CC2=C(C(C(O2)=CC2=CC=3OCOC3C=C2)=O)C=C1 (6-ethoxy-2-piperonylidene-3(2H)-benzofuranone). RXN SMILES: [OH:1][C:2]1[CH:21]=[CH:20][C:5]2[C:6](=[O:19])[C:7](=[CH:9][C:10]3[CH:18]=[CH:17][C:16]4[O:15][CH2:14][O:13][C:12]=4[CH:11]=3)[O:8][C:4]=2[CH:3]=1.C(=O)([O-])[O-].[K+].[K+].CN(C)C=O.[CH2:33](I)[CH3:34]>C(OCC)(=O)C>[CH2:33]([O:1][C:2]1[CH:21]=[CH:20][C:5]2[C:6](=[O:19])[C:7](=[CH:9][C:10]3[CH:18]=[CH:17][C:16]4[O:15][CH2:14][O:13][C:12]=4[CH:11]=3)[O:8][C:4]=2[CH:3]=1)[CH3:34] |f:1.2.3|. Reported procedure: After 6-hydroxy-2-piperonylidene-3(2H)-benzofuranone 1 g and potassium carbonate 1.95 g were added to dimethylformamide 10 ml, ethyl iodide 0.48 ml was added, and the mixture was reacted at a temperature of 100° C. for two hours. After the solution was cooled to room temperature, ethyl acetate 200 ml was added. The ethyl acetate solution was washed with water 100 ml twice and a saturated sodium chloride solution 50 ml twice. The ethyl acetate solution was dehydrated with anhydrous magnesium sulf... Reactants: [O-]Cl.[Na+] (NaOCl), CC1(CCCC(N1[O])(C)C)C (TEMPO), OCCCN(C(OC(C)(C)C)=O)C (tert-butyl 3-hydroxypropyl(methyl)carbamate), C(O)([O-])=O.[Na+] (sodium hydrogen carbonate). The solvent is CCOC(=O)C.CCCCCC (EtOAc hexane), O (water), ClCCl (dichloromethane), O (water). Conditions: temperature 0 celsius, time 15 minute. Yields the product CN(C(OC(C)(C)C)=O)CCC=O (tert-Butyl methyl(3-oxopropyl)carbamate). Isolated yield 80.9%. RXN SMILES: CC1(C)N([O])C(C)(C)CCC1.[OH:12][CH2:13][CH2:14][CH2:15][N:16]([CH3:24])[C:17](=[O:23])[O:18][C:19]([CH3:22])([CH3:21])[CH3:20].C(=O)([O-])O.[Na+].[O-]Cl.[Na+]>ClCCl.O.CCOC(C)=O.CCCCCC>[CH3:24][N:16]([CH2:15][CH2:14][CH:13]=[O:12])[C:17](=[O:23])[O:18][C:19]([CH3:22])([CH3:20])[CH3:21] |f:2.3,4.5,8.9,^1:4|. Procedure details: A catalytic amount of TEMPO was added to a mixture of 20 g (1 eq.) tert-butyl 3-hydroxypropyl(methyl)carbamate in 200 ml dichloromethane and 17.7 g (2 eq.) sodium hydrogen carbonate in 100 ml water at 0° C. 140 ml (7 eq.) NaOCl were then added dropwise over a period of 30 min to the solution at a temperature of 0° C. and the reaction mixture obtained was stirred for a further 15 min at 0° C. The reaction course was monitored by thin-layer chromatography (40% EtOAc/hexane). Once the conversion wa... Starting materials: [H-].[Na+] (sodium hydride), [N+](=O)([O-])C1=CC=C(C=C1)S (4-Nitrobenzenethiol), ClC1=C(C=C(S1)C(C)=O)[N+](=O)[O-] (1-(5-chloro-4-nitro-2-thienyl)ethanone). Solvent: O (water). Reaction conditions: time 20 minute. Yields the product [N+](=O)([O-])C=1C=C(SC1SC1=CC=C(C=C1)[N+](=O)[O-])C(C)=O (1-[4-nitro-5-(4-nitrophenylsulfanyl)-2-thienyl]ethanone). Isolated yield 38.3%. As a reaction SMILES: [H-].[Na+].[N+:3]([C:6]1[CH:11]=[CH:10][C:9]([SH:12])=[CH:8][CH:7]=1)([O-:5])=[O:4].Cl[C:14]1[S:18][C:17]([C:19](=[O:21])[CH3:20])=[CH:16][C:15]=1[N+:22]([O-:24])=[O:23]>O>[N+:22]([C:15]1[CH:16]=[C:17]([C:19](=[O:21])[CH3:20])[S:18][C:14]=1[S:12][C:9]1[CH:10]=[CH:11][C:6]([N+:3]([O-:5])=[O:4])=[CH:7][CH:8]=1)([O-:24])=[O:23] |f:0.1|. Procedure: Anhydrous N,N-dimethylformide (5 mL) was degassed with nitrogen for 30 minutes then sodium hydride (60% dispersion in mineral oil, 0.11 g, 2.75 mmol) was added. 4-Nitrobenzenethiol (0.38 g, 2.43 mmol) was added in portions at ambient temperature and the resulting mixture was stirred at ambient temperature under nitrogen for 20 minutes. Then 1-(5-chloro-4-nitro-2-thienyl)ethanone (0.5 g, 2.43 mmol) was added and the reaction mixture was stirred at ambient temperature overnight under nitrogen. The...